From a dataset of the Open Reaction Database (ORD), a public repository of structured organic reaction records. describe an organic reaction: reactants, conditions, products, and yield Starting materials: CCC(CC)(c1ccc(CCC(O[Si](C)(C)C(C)(C)C)C(C)(C)C)c(C)c1)c1ccc(B2OC(C)(C)C(C)(C)O2)c(C)c1, CCOC(=O)Cc1cnc(Br)nc1, [K+], [K+], [K+], O, O=P([O-])([O-])[O-], c1ccc(P(c2ccccc2)(c2ccccc2)[Pd](P(c2ccccc2)(c2ccccc2)c2ccccc2)(P(c2ccccc2)(c2ccccc2)c2ccccc2)P(c2ccccc2)(c2ccccc2)c2ccccc2)cc1. Yields the product CCOC(=O)Cc1cnc(-c2ccc(C(CC)(CC)c3ccc(CCC(O[Si](C)(C)C(C)(C)C)C(C)(C)C)c(C)c3)cc2C)nc1. Reaction SMILES: [C:1]([CH3:2])([CH3:3])([CH3:4])[Si:5]([CH3:6])([CH3:7])[O:8][CH:9]([C:10]([CH3:11])([CH3:12])[CH3:13])[CH2:14][CH2:15][c:16]1[c:17]([CH3:43])[cH:18][c:19]([C:22]([CH2:23][CH3:24])([c:25]2[cH:26][c:27]([CH3:40])[c:28]([B:31]3[O:32][C:33]([CH3:34])([CH3:35])[C:36]([CH3:37])([CH3:38])[O:39]3)[cH:29][cH:30]2)[CH2:41][CH3:42])[cH:20][cH:21]1.[CH2:44]([CH3:45])[O:46][C:47]([CH2:48][c:49]1[cH:50][n:51][c:52]([Br:55])[n:53][cH:54]1)=[O:56].[K+:62].[K+:63].[K+:64].[OH2:142].[P:57]([O-:58])([O-:59])([O-:60])=[O:61].[cH:65]1[cH:66][cH:67][c:68]([P:69]([Pd:70]([P:71]([c:72]2[cH:73][cH:74][cH:75][cH:76][cH:77]2)([c:78]2[cH:79][cH:80][cH:81][cH:82][cH:83]2)[c:84]2[cH:85][cH:86][cH:87][cH:88][cH:89]2)([P:90]([c:91]2[cH:92][cH:93][cH:94][cH:95][cH:96]2)([c:97]2[cH:98][cH:99][cH:100][cH:101][cH:102]2)[c:103]2[cH:104][cH:105][cH:106][cH:107][cH:108]2)[P:109]([c:110]2[cH:111][cH:112][cH:113][cH:114][cH:115]2)([c:116]2[cH:117][cH:118][cH:119][cH:120][cH:121]2)[c:122]2[cH:123][cH:124][cH:125][cH:126][cH:127]2)([c:128]2[cH:129][cH:130][cH:131][cH:132][cH:133]2)[c:134]2[cH:135][cH:136][cH:137][cH:138][cH:139]2)[cH:140][cH:141]1>>[C:1]([CH3:2])([CH3:3])([CH3:4])[Si:5]([CH3:6])([CH3:7])[O:8][CH:9]([C:10]([CH3:11])([CH3:12])[CH3:13])[CH2:14][CH2:15][c:16]1[c:17]([CH3:43])[cH:18][c:19]([C:22]([CH2:23][CH3:24])([c:25]2[cH:26][c:27]([CH3:40])[c:28](-[c:52]3[n:51][cH:50][c:49]([CH2:48][C:47]([O:46][CH2:44][CH3:45])=[O:56])[cH:54][n:53]3)[cH:29][cH:30]2)[CH2:41][CH3:42])[cH:20][cH:21]1. Reactants: O1COC2=C1C=CC=C2CCNC(C)=O (N-(2-Benzo[1,3]dioxol-4-yl-ethyl)-acetamide), O=P12OP3(=O)OP(=O)(O1)OP(=O)(O2)O3 (phosphorus pentoxide). The product is CC=1C2=CC=C3C(=C2CCN1)OCO3 (6-Methyl-8,9-dihydro-1,3-dioxa-7-aza-cyclopenta[a]naphthalene). Reaction SMILES: [O:1]1[C:5]2[CH:6]=[CH:7][CH:8]=[C:9]([CH2:10][CH2:11][NH:12][C:13](=O)[CH3:14])[C:4]=2[O:3][CH2:2]1.O=P12OP3(OP(OP(O3)(O1)=O)(=O)O2)=O>>[CH3:14][C:13]1[C:8]2[C:9]([CH2:10][CH2:11][N:12]=1)=[C:4]1[O:3][CH2:2][O:1][C:5]1=[CH:6][CH:7]=2. Reported procedure: In close analogy to the procedure described above, N-(2-Benzo[1,3]dioxol-4-yl-ethyl)-acetamide is reacted with phosphorus pentoxide to provide the title compound.